From a dataset of the Open Reaction Database (ORD), a public repository of structured organic reaction records. describe an organic reaction: reactants, conditions, products, and yield The reactants are ( 44 ), [H][H] (hydrogen), ( 100 ), FC(C1=CC=CC=C1)(OC1=CC=C(C=C1)[N+](=O)[O-])F (4-(a,a-difluorobenzyloxy)nitrobenzene). The reagents and catalysts are [Pd] (palladium on charcoal). Solvent: C(C)(=O)OCC (ethyl acetate), CO (methanol). Yields the product FC(C1=CC=CC=C1)(OC1=CC=C(N)C=C1)F (4-(a,a-difluorobenzyloxy)aniline). The yield is 95.2%. RXN SMILES: [F:1][C:2]([F:19])([O:9][C:10]1[CH:15]=[CH:14][C:13]([N+:16]([O-])=O)=[CH:12][CH:11]=1)[C:3]1[CH:8]=[CH:7][CH:6]=[CH:5][CH:4]=1.[H][H]>C(OCC)(=O)C.CO.[Pd]>[F:1][C:2]([F:19])([O:9][C:10]1[CH:11]=[CH:12][C:13]([NH2:16])=[CH:14][CH:15]=1)[C:3]1[CH:4]=[CH:5][CH:6]=[CH:7][CH:8]=1. Procedure: A mixture of 1,3 dibromo-5,5-dimethylhydantoin (11.5 g, 40.2 mmol), a,a-difluorotoluene (prepared by the published method of W. J. Middleton, J. Org. Chem., 1975, 40, p574) (7.0 g, 55 mmol) and AIBN (0.25 g) in CCl4 (300 ml) was heated at reflux for 10 h while being irradiated (tungsten filament lamp, 500W). The mixture was then diluted with petrol and the remaining precipitate removed by filtration. The filtrate was then evaporated and the resulting oil chromatographed (silica, petrol) to give ... Reactants: COC(=O)CCCCCCCCOC1OC(CO)C(OC2OC(C)C(O)C(O)C2O)C(OC2OC(CO)C(O)C(O)C2O)C1NC(C)=O, CCO, NN, O. The product is CC(=O)NC1C(OCCCCCCCCC(=O)NN)OC(CO)C(OC2OC(C)C(O)C(O)C2O)C1OC1OC(CO)C(O)C(O)C1O. RXN SMILES: [C:1]([CH3:2])(=[O:3])[NH:4][CH:5]1[CH:6]([O:7][CH2:8][CH2:9][CH2:10][CH2:11][CH2:12][CH2:13][CH2:14][CH2:15][C:16]([O:18][CH3:17])=[O:19])[O:20][CH:21]([CH2:47][OH:48])[CH:22]([O:36][CH:37]2[CH:38]([OH:39])[CH:40]([OH:41])[CH:42]([OH:43])[CH:44]([CH3:46])[O:45]2)[CH:23]1[O:24][CH:25]1[CH:26]([OH:27])[CH:28]([OH:29])[CH:30]([OH:31])[CH:32]([CH2:34][OH:35])[O:33]1.[CH3:52][CH2:53][OH:54].[NH2:50][NH2:51].[OH2:49]>>[C:1]([CH3:2])(=[O:3])[NH:4][CH:5]1[CH:6]([O:7][CH2:8][CH2:9][CH2:10][CH2:11][CH2:12][CH2:13][CH2:14][CH2:15][C:16](=[O:18])[NH:50][NH2:51])[O:20][CH:21]([CH2:47][OH:48])[CH:22]([O:36][CH:37]2[CH:38]([OH:39])[CH:40]([OH:41])[CH:42]([OH:43])[CH:44]([CH3:46])[O:45]2)[CH:23]1[O:24][CH:25]1[CH:26]([OH:27])[CH:28]([OH:29])[CH:30]([OH:31])[CH:32]([CH2:34][OH:35])[O:33]1. The reactants are NC1CC1, Fc1cc(C(F)(F)F)nc(F)n1. Product: Fc1nc(NC2CC2)cc(C(F)(F)F)n1. Reaction SMILES: [CH:13]1([NH2:16])[CH2:14][CH2:15]1.[F:1][c:2]1[n:3][c:4]([C:9]([F:10])([F:11])[F:12])[cH:5][c:6]([F:8])[n:7]1>>[F:1][c:2]1[n:3][c:4]([C:9]([F:10])([F:11])[F:12])[cH:5][c:6]([NH:16][CH:13]2[CH2:14][CH2:15]2)[n:7]1.